Dataset: the Open Reaction Database (ORD), a public repository of structured organic reaction records. Task: describe an organic reaction: reactants, conditions, products, and yield Reactants: NCCO (2-Aminoethanol), CCN=C=NCCCN(C)C (WSC), C=1C=CC2=C(C1)N=NN2O (HOBt), O=C1N=C(SC2=C1C=CC=C2)C2=CC=CC(=N2)C(=O)O (6-(4-Oxo-4H-1,3-benzothiazin-2-yl)-2-pyridinecarboxylic acid). Solvent: C(C)(=O)OCC (ethyl acetate), CN(C)C=O (DMF), O (water). Reaction conditions: temperature 80 celsius, time 6 hour. Yields the product OCCNC(=O)C1=NC(=CC=C1)C=1SC2=C(C(N1)=O)C=CC=C2 (N-(2-Hydroxyethyl)-6-(4-oxo-4H-1,3-benzothiazin-2-yl)-2-pyridinecarboxamide). The yield is 10.5%. As a reaction SMILES: [O:1]=[C:2]1[C:7]2[CH:8]=[CH:9][CH:10]=[CH:11][C:6]=2[S:5][C:4]([C:12]2[N:17]=[C:16]([C:18]([OH:20])=O)[CH:15]=[CH:14][CH:13]=2)=[N:3]1.[NH2:21][CH2:22][CH2:23][OH:24].CCN=C=NCCCN(C)C.C1C=CC2N(O)N=NC=2C=1>CN(C=O)C.O.C(OCC)(=O)C>[OH:24][CH2:23][CH2:22][NH:21][C:18]([C:16]1[CH:15]=[CH:14][CH:13]=[C:12]([C:4]2[S:5][C:6]3[CH:11]=[CH:10][CH:9]=[CH:8][C:7]=3[C:2](=[O:1])[N:3]=2)[N:17]=1)=[O:20]. Procedure: 6-(4-Oxo-4H-1,3-benzothiazin-2-yl)-2-pyridinecarboxylic acid (1.00 g, 3.5 mmol) was dissolved in DMF (20 ml). 2-Aminoethanol (0.51 g, 8.3 mmol), WSC (1.34 g, 7.0 mmol) and HOBt (0.95 g, 7.0 mmol) were added thereto, and the mixture was stirred at 80° C. for 6 hrs. The reaction mixture was combined with ethyl acetate and water. The organic layer was washed with saturated brine and dried over anhydrous magnesium sulfate. The solvent was evaporated, and the residue was subjected to a silica gel col... Reactants: [H-].[Al+3].[Li+].[H-].[H-].[H-] (lithium aluminum hydride), S(=O)(=O)([O-])[O-].[Na+].[Na+] (sodium sulfate), OC(C1CCN(CC1)CCCC(O)C1=CC=C(C=C1)C(C(=O)OCC)(C)C)(C1=CC=CC=C1)C1=CC=CC=C1 (ethyl 4-[4-[4-(hydroxydiphenylmethyl)-1-piperidinyl]-1-hydroxybutyl]-α,α-dimethylbenzeneacetate), [OH-].[Na+] (sodium hydroxide). Run in O1CCCC1 (tetrahydrofuran), O (water), O1CCCC1 (tetrahydrofuran), O1CCCC1 (tetrahydrofuran), O (water). Conditions: time 3 hour. Product: C1(=CC=CC=C1)C(O)(C1CCN(CC1)CCCC(O)C1=CC=C(C=C1)C(CO)(C)C)C1=CC=CC=C1 (α,α-Diphenyl-1-[4-[4-(hydroxy-tert-butyl)phenyl]-4-hydroxybutyl]-4-piperidinemethanol). As a reaction SMILES: [OH:1][C:2]([C:34]1[CH:39]=[CH:38][CH:37]=[CH:36][CH:35]=1)([C:28]1[CH:33]=[CH:32][CH:31]=[CH:30][CH:29]=1)[CH:3]1[CH2:8][CH2:7][N:6]([CH2:9][CH2:10][CH2:11][CH:12]([C:14]2[CH:19]=[CH:18][C:17]([C:20]([CH3:27])([CH3:26])[C:21](OCC)=[O:22])=[CH:16][CH:15]=2)[OH:13])[CH2:5][CH2:4]1.[H-].[Al+3].[Li+].[H-].[H-].[H-].[OH-].[Na+].S([O-])([O-])(=O)=O.[Na+].[Na+]>O1CCCC1.O>[C:28]1([C:2]([C:34]2[CH:35]=[CH:36][CH:37]=[CH:38][CH:39]=2)([CH:3]2[CH2:8][CH2:7][N:6]([CH2:9][CH2:10][CH2:11][CH:12]([C:14]3[CH:15]=[CH:16][C:17]([C:20]([CH3:27])([CH3:26])[CH2:21][OH:22])=[CH:18][CH:19]=3)[OH:13])[CH2:5][CH2:4]2)[OH:1])[CH:29]=[CH:30][CH:31]=[CH:32][CH:33]=1 |f:1.2.3.4.5.6,7.8,9.10.11|. Procedure details: A suspension of 2.15 g (0.0038 mole) of ethyl 4-[4-[4-(hydroxydiphenylmethyl)-1-piperidinyl]-1-hydroxybutyl]-α,α-dimethylbenzeneacetate in 50 ml of tetrahydrofuran was slowly added to a suspension of 0.7 g (0.0184 mole) of lithium aluminum hydride in 60 ml of tetrahydrofuran under a nitrogen atmosphere with stirring at such a rate to moderate the foaming. The mixture is stirred and heated at boiling for about 3 hours after which 30 ml of tetrahydrofuran is added. The mixture is refluxed for 4 ho... The reactants are CCOC(=O)C=C1CCC(c2cc(N(COCC[Si](C)(C)C)COCC[Si](C)(C)C)n3nccc3n2)CC1, CCOC(C)=O. Yields the product CCOC(=O)CC1CCC(c2cc(N(COCC[Si](C)(C)C)COCC[Si](C)(C)C)n3nccc3n2)CC1. Reaction SMILES: [CH3:1][Si:2]([CH2:3][CH2:4][O:5][CH2:6][N:7]([c:8]1[cH:9][c:10]([CH:17]2[CH2:18][CH2:19][C:20](=[CH:23][C:24](=[O:25])[O:26][CH2:27][CH3:28])[CH2:21][CH2:22]2)[n:11][c:12]2[n:13]1[n:14][cH:15][cH:16]2)[CH2:29][O:30][CH2:31][CH2:32][Si:33]([CH3:34])([CH3:35])[CH3:36])([CH3:37])[CH3:38].[CH3:39][CH2:40][O:41][C:42](=[O:43])[CH3:44]>>[CH3:1][Si:2]([CH2:3][CH2:4][O:5][CH2:6][N:7]([c:8]1[cH:9][c:10]([CH:17]2[CH2:18][CH2:19][CH:20]([CH2:23][C:24](=[O:25])[O:26][CH2:27][CH3:28])[CH2:21][CH2:22]2)[n:11][c:12]2[n:13]1[n:14][cH:15][cH:16]2)[CH2:29][O:30][CH2:31][CH2:32][Si:33]([CH3:34])([CH3:35])[CH3:36])([CH3:37])[CH3:38]. The product is C(C)(C)(C)OC(=O)N1[C@@H](C[C@@H](C1)N(CCO)CC1=CC=C(C=C1)C#N)C(=O)N1CSCC1 (3-{(2S,4S)-1-tert-butoxycarbonyl-4-[N-(4-cyanophenylmethyl)-N-(2-hydroxyethyl)amino]-2-pyrrolidinylcarbonyl}-1,3-thiazolidine). Reactants: C(O)([O-])=O.[Na+] (sodium hydrogencarbonate), BrCCO (2-bromoethanol), C(C)(C)N(CC)C(C)C (diisopropylethylamine), Cl.Cl.C(#N)C1=CC=C(C=C1)CN[C@H]1C[C@H](NC1)C(=O)N1CSCC1 (3-[(2S,4S)-4-(4-cyanophenylmethyl)amino-2-pyrrolidinylcarbonyl]-1,3-thiazolidine dihydrochloride), CN1C(CCC1)=O (N-methyl-2-pyrrolidone). Run at temperature 80 celsius, time 2 day. RXN SMILES: Cl.Cl.[C:3]([C:5]1[CH:10]=[CH:9][C:8]([CH2:11][NH:12][C@@H:13]2[CH2:17][NH:16][C@H:15]([C:18]([N:20]3[CH2:24][CH2:23][S:22][CH2:21]3)=[O:19])[CH2:14]2)=[CH:7][CH:6]=1)#[N:4].Br[CH2:26][CH2:27][OH:28].C(N([CH:35]([CH3:37])[CH3:36])CC)(C)C.[C:38](=[O:41])([O-])[OH:39].[Na+].[CH3:43]N1CCCC1=O>>[C:35]([O:39][C:38]([N:16]1[CH2:17][C@@H:13]([N:12]([CH2:11][C:8]2[CH:7]=[CH:6][C:5]([C:3]#[N:4])=[CH:10][CH:9]=2)[CH2:26][CH2:27][OH:28])[CH2:14][C@H:15]1[C:18]([N:20]1[CH2:24][CH2:23][S:22][CH2:21]1)=[O:19])=[O:41])([CH3:36])([CH3:37])[CH3:43] |f:0.1.2,5.6|. Procedure details: The product (1.67 g) of Example 63 (1) was dissolved in N-methyl-2-pyrrolidone (12 mL), and 2-bromoethanol (1.42 mL) and diisopropylethylamine (2.09 mL) were added thereto. The mixture was stirred at 80° C. for 2 days. The reaction mixture was added to saturated aqueous sodium hydrogencarbonate solution and the mixture was extracted with ethyl acetate. The extract was dried and the solvent was evaporated under reduced pressure. The residue was purified by silica gel chromatography to give 3-{(2S... The reactants are COc1cc(Nc2ncc(C(C)NC(=O)OC(C)(C)C)nn2)cc(OC)c1OC, CSc1ncc(C(C)NC(=O)OC(C)(C)C)nn1, CO, Cl, C1COCCO1. Product: COc1cc(Nc2ncc(C(C)N)nn2)cc(OC)c1OC, Cl. RXN SMILES: [CH3:19][O:20][c:21]1[cH:22][c:23]([NH:31][c:32]2[n:33][n:34][c:35]([CH:38]([CH3:39])[NH:40][C:41](=[O:42])[O:43][C:44]([CH3:45])([CH3:46])[CH3:47])[cH:36][n:37]2)[cH:24][c:25]([O:29][CH3:30])[c:26]1[O:27][CH3:28].[CH3:1][S:2][c:3]1[n:4][n:5][c:6]([CH:7]([NH:8][C:9](=[O:10])[O:11][C:12]([CH3:13])([CH3:14])[CH3:15])[CH3:16])[cH:17][n:18]1.[CH3:49][OH:50].[ClH:48].[O:51]1[CH2:52][CH2:53][O:54][CH2:55][CH2:56]1>>[CH3:19][O:20][c:21]1[cH:22][c:23]([NH:31][c:32]2[n:33][n:34][c:35]([CH:38]([CH3:39])[NH2:40])[cH:36][n:37]2)[cH:24][c:25]([O:29][CH3:30])[c:26]1[O:27][CH3:28].[ClH:48].